From a dataset of the Open Reaction Database (ORD), a public repository of structured organic reaction records. describe an organic reaction: reactants, conditions, products, and yield Starting materials: F[B-](F)(F)F, CCOC(=O)CC1CCCN1, CCO, CCN(C(C)C)C(C)C, CC(NC(=O)c1ccc(C(=O)O)c(Cl)c1)c1nc2cc(Cl)ccc2[nH]1, Cl, ClCCl, C1CCOC1, CN(C)C(On1nnc2ccccc21)=[N+](C)C. Yields the product CCOC(=O)CC1CCCN1C(=O)c1ccc(C(=O)NC(C)c2nc3cc(Cl)ccc3[nH]2)cc1Cl. As a reaction SMILES: [B-:26]([F:27])([F:28])([F:29])[F:30].[CH2:57]([CH3:58])[O:59][C:60](=[O:61])[CH2:62][CH:63]1[NH:64][CH2:65][CH2:66][CH2:67]1.[CH2:74]([OH:75])[CH3:76].[CH:48]([N:49]([CH:50]([CH3:51])[CH3:52])[CH2:53][CH3:54])([CH3:55])[CH3:56].[Cl:1][c:2]1[c:3]([C:4](=[O:5])[OH:6])[cH:7][cH:8][c:9]([C:11](=[O:12])[NH:13][CH:14]([CH3:15])[c:16]2[n:17][c:18]3[c:19]([nH:20]2)[cH:21][cH:22][c:23]([Cl:25])[cH:24]3)[cH:10]1.[Cl:68].[Cl:77][CH2:78][Cl:79].[O:69]1[CH2:70][CH2:71][CH2:72][CH2:73]1.[n:31]1([O:32][C:33]([N:34]([CH3:35])[CH3:36])=[N+:37]([CH3:38])[CH3:39])[c:40]2[cH:41][cH:42][cH:43][cH:44][c:45]2[n:46][n:47]1>>[Cl:1][c:2]1[c:3]([C:4](=[O:5])[N:64]2[CH:63]([CH2:62][C:60]([O:59][CH2:57][CH3:58])=[O:61])[CH2:67][CH2:66][CH2:65]2)[cH:7][cH:8][c:9]([C:11](=[O:12])[NH:13][CH:14]([CH3:15])[c:16]2[n:17][c:18]3[c:19]([nH:20]2)[cH:21][cH:22][c:23]([Cl:25])[cH:24]3)[cH:10]1. The reactants are O=C1CCC(N2Cc3c(OCc4ccc(CBr)cc4)cccc3C2=O)C(=O)N1, CCN(C(C)C)C(C)C, ClCCl, CC1(c2ccc(F)cc2)CNCCO1, O. Yields the product CC1(c2ccc(F)cc2)CN(Cc2ccc(COc3cccc4c3CN(C3CCC(=O)NC3=O)C4=O)cc2)CCO1. Reaction SMILES: [Br:1][CH2:2][c:3]1[cH:4][cH:5][c:6]([CH2:7][O:8][c:9]2[c:10]3[c:14]([cH:15][cH:16][cH:17]2)[C:13](=[O:18])[N:12]([CH:19]2[C:20](=[O:26])[NH:21][C:22](=[O:25])[CH2:23][CH2:24]2)[CH2:11]3)[cH:27][cH:28]1.[CH2:43]([N:44]([CH:45]([CH3:46])[CH3:47])[CH:48]([CH3:49])[CH3:50])[CH3:51].[Cl:52][CH2:53][Cl:54].[F:29][c:30]1[cH:31][cH:32][c:33]([C:36]2([CH3:42])[O:37][CH2:38][CH2:39][NH:40][CH2:41]2)[cH:34][cH:35]1.[OH2:55]>>[CH2:2]([c:3]1[cH:4][cH:5][c:6]([CH2:7][O:8][c:9]2[c:10]3[c:14]([cH:15][cH:16][cH:17]2)[C:13](=[O:18])[N:12]([CH:19]2[C:20](=[O:26])[NH:21][C:22](=[O:25])[CH2:23][CH2:24]2)[CH2:11]3)[cH:27][cH:28]1)[N:40]1[CH2:39][CH2:38][O:37][C:36]([c:33]2[cH:32][cH:31][c:30]([F:29])[cH:35][cH:34]2)([CH3:42])[CH2:41]1. Reactants: O.O.O.O.O.O.O.[Cl-].[La+3].[Cl-].[Cl-] (lanthanum chloride heptahydrate), C(CC(O)(C(=O)[O-])CC(=O)[O-])(=O)[O-].[Na+].[Na+].[Na+] (sodium citrate), C(CC(O)(C(=O)O)CC(=O)O)(=O)O (citric acid), [OH-].[Na+] (sodium hydroxide). Run in O (water), O (water), O (water). Run at temperature 35 celsius. Yields the product C(CC(O)(C(=O)[O-])CC(=O)[O-])(=O)[O-].[La+3] (lanthanum citrate). RXN SMILES: [C:1]([OH:13])(=[O:12])[CH2:2][C:3]([CH2:8][C:9]([OH:11])=[O:10])([C:5]([OH:7])=[O:6])[OH:4].[OH-].[Na+].O.O.O.O.O.O.O.[Cl-].[La+3:24].[Cl-].[Cl-].C([O-])(=O)CC(CC([O-])=O)(C([O-])=O)O.[Na+].[Na+].[Na+]>O>[C:1]([O-:13])(=[O:12])[CH2:2][C:3]([CH2:8][C:9]([O-:11])=[O:10])([C:5]([O-:7])=[O:6])[OH:4].[La+3:24] |f:1.2,3.4.5.6.7.8.9.10.11.12.13,14.15.16.17,19.20|. Reported procedure: A sodium citrate solution was formed by dissolving 59 g citric acid in 500 ml water and then adding 37 g sodium hydroxide dissolved in 50 ml water. The temperature increased from 20 to 50° C. 113 g lanthanum chloride heptahydrate dissolved in 200 ml of warm water was then mixed into the sodium citrate solution and resulted in the formation of a dense gelatinous floc or gel of lanthanum citrate. While the solubility of the citrate was not measured, it was inferred to be about 0.01 g/l. Such a gel...